From a dataset of the Open Reaction Database (ORD), a public repository of structured organic reaction records. describe an organic reaction: reactants, conditions, products, and yield RXN SMILES: O=[C:2]1[CH:8]([CH2:9][C:10](O)=[O:11])[CH2:7][CH2:6][S:5][C:4]2[S:13][CH:14]=[CH:15][C:3]1=2.O.[NH2:17][NH2:18]>C(O)C>[N:17]1[NH:18][C:10](=[O:11])[CH2:9][CH:8]2[CH2:7][CH2:6][S:5][C:4]3[S:13][CH:14]=[CH:15][C:3]=3[C:2]=12 |f:1.2|. The solvent is C(C)O (ethanol). The yield is 71.2%. Procedure: A suspension of 2.0 g of 4-oxo-4,5,6,7-tetrahydrothieno[2,3-b]thiepin-5-acetic acid and 0.6 g of hydrazine hydrate in 20 ml of ethanol is refluxed under heating for 5 hours. After cooling, the precipitated crystals are collected by filtration and recrystallized from a mixed solvent of chloroform and ethanol to give 1.4 g of 4,4a,5,6-tetrahydrothieno[2',3':2,3]thiepino[4,5-c]pyridazin-3(2H)-one as white crystals, melting at 215°-217° C. Yields the product N=1NC(CC2C1C1=C(SCC2)SC=C1)=O (4,4a,5,6-tetrahydrothieno[2',3':2,3]thiepino[4,5-c]pyridazin-3(2H)-one). The reactants are O=C1C2=C(SCCC1CC(=O)O)SC=C2 (4-oxo-4,5,6,7-tetrahydrothieno[2,3-b]thiepin-5-acetic acid), O.NN (hydrazine hydrate). Product: Cc1ccccc1C(CCCO)c1ccccc1C. As a reaction SMILES: [CH3:20][C:21](=[O:22])[OH:23].[c:1]1([CH3:19])[c:2]([C:7]2([c:12]3[c:13]([CH3:18])[cH:14][cH:15][cH:16][cH:17]3)[O:8][CH2:9][CH2:10][CH2:11]2)[cH:3][cH:4][cH:5][cH:6]1>>[c:1]1([CH3:19])[c:2]([CH:7]([CH2:11][CH2:10][CH2:9][OH:8])[c:12]2[c:13]([CH3:18])[cH:14][cH:15][cH:16][cH:17]2)[cH:3][cH:4][cH:5][cH:6]1. The reactants are CC(=O)O, Cc1ccccc1C1(c2ccccc2C)CCCO1. Starting materials: COC=1C(=NC=CC1)CSCCN (2-(3-methoxy-2-pyridylmethylthio)ethylamine), C(C1=CC=CC=C1)(=O)N=C=S (benzoyl isothiocyanate). Run in C(Cl)(Cl)Cl (chloroform). Yields the product C(C1=CC=CC=C1)(=O)NC(=S)NCCSCC1=NC=CC=C1OC (N-benzoyl-N'-[2-(3-methoxy-2-pyridylmethylthio)ethyl]thiourea). RXN SMILES: [CH3:1][O:2][C:3]1[C:4]([CH2:9][S:10][CH2:11][CH2:12][NH2:13])=[N:5][CH:6]=[CH:7][CH:8]=1.[C:14]([N:22]=[C:23]=[S:24])(=[O:21])[C:15]1[CH:20]=[CH:19][CH:18]=[CH:17][CH:16]=1>C(Cl)(Cl)Cl>[C:14]([NH:22][C:23]([NH:13][CH2:12][CH2:11][S:10][CH2:9][C:4]1[C:3]([O:2][CH3:1])=[CH:8][CH:7]=[CH:6][N:5]=1)=[S:24])(=[O:21])[C:15]1[CH:20]=[CH:19][CH:18]=[CH:17][CH:16]=1. Procedure: Treatment of 2-(3-methoxy-2-pyridylmethylthio)ethylamine with benzoyl isothiocyanate in refluxing chloroform yields N-benzoyl-N'-[2-(3-methoxy-2-pyridylmethylthio)ethyl]thiourea. The hydrobromide salt of this thiourea is refluxed with 1,3-dibromopropane in ethanol and the N-benzyl groups removed by hydrolysis to yield 1,3-bis-[S-(N-(2-(3-methoxy-2-pyridylmethylthio)ethyl)isothioureido]propane tetrahydrobromide.